The task is: describe an organic reaction: reactants, conditions, products, and yield. This data is from the Open Reaction Database (ORD), a public repository of structured organic reaction records. Reactants: CN1C(=C(C2=C(C=C(C=C12)Cl)Cl)C=O)Cl (1-Methyl-2,4,6-trichloroindole-3-carbaldehyde), C(=O)([O-])[O-].[K+].[K+] (K2CO3), SCC(=O)OC (methyl 2-mercaptoacetate). Yields the product ClC1=C2C3=C(N(C2=CC(=C1)Cl)C)SC(=C3)C(=O)OC (Methyl 4, 6-dichloro-8-methylthieno[2,3-b]indole-2-carboxylate). Yield: 32.5%. Reaction SMILES: [CH3:1][N:2]1[C:10]2[C:5](=[C:6]([Cl:12])[CH:7]=[C:8]([Cl:11])[CH:9]=2)[C:4]([CH:13]=O)=[C:3]1Cl.C([O-])([O-])=O.[K+].[K+].[SH:22][CH2:23][C:24]([O:26][CH3:27])=[O:25]>>[Cl:12][C:6]1[CH:7]=[C:8]([Cl:11])[CH:9]=[C:10]2[C:5]=1[C:4]1[CH:13]=[C:23]([C:24]([O:26][CH3:27])=[O:25])[S:22][C:3]=1[N:2]2[CH3:1] |f:1.2.3|. Reported procedure: Prepared from (48) (6.5 g), K2CO3 (9.59 g) and methyl 2-mercaptoacetate (3.82 ml) yielding (53) 2.5 g (32.5%). M.p. 231°-232° C. The product was purified by chromatography on silicagel using toluene as eluent. The compound was crystallized by trituration with methanol. The reactants are C(C1=CC=CC=C1)OC1=C2N(C(=NC1=O)CC1(CCCC1)C1=CC=CC=C1)CCN(C2=O)C2CC2 (9-benzyloxy-2-cyclopropyl-6-(1-phenyl-cyclopentylmethyl)-3,4-dihydro-2H-pyrazino[1,2-c]pyrimidine-1,8-dione), C1(CC1)CN(C(=O)C1=NC(=NC(=C1OCC1=CC=CC=C1)O)CC1(CCCC1)C1=CC=CC=C1)CCO (5-benzyloxy-6-hydroxy-2-(1-phenyl-cyclopentylmethyl)-pyrimidine-4-carboxylic acid cyclopropylmethyl-(2-hydroxyethyl)-amide). The product is C(C1=CC=CC=C1)OC1=C2N(C(=NC1=O)CC1(CCCC1)C1=CC=CC=C1)CCN(C2=O)CC2CC2 (9-Benzyloxy-2-cyclopropylmethyl-6-(1-phenyl-cyclopentylmethyl)-3,4-dihydro-2H-pyrazino[1,2-c]pyrimidine-1,8-dione). Isolated yield 46.3%. RXN SMILES: C(OC1C(=O)N=C(CC2(C3C=CC=CC=3)CCCC2)N2CCN(C3CC3)C(=O)C=12)C1C=CC=CC=1.[CH:36]1([CH2:39][N:40]([CH2:70][CH2:71]O)[C:41]([C:43]2[C:48]([O:49][CH2:50][C:51]3[CH:56]=[CH:55][CH:54]=[CH:53][CH:52]=3)=[C:47]([OH:57])[N:46]=[C:45]([CH2:58][C:59]3([C:64]4[CH:69]=[CH:68][CH:67]=[CH:66][CH:65]=4)[CH2:63][CH2:62][CH2:61][CH2:60]3)[N:44]=2)=[O:42])[CH2:38][CH2:37]1>>[CH2:50]([O:49][C:48]1[C:47](=[O:57])[N:46]=[C:45]([CH2:58][C:59]2([C:64]3[CH:69]=[CH:68][CH:67]=[CH:66][CH:65]=3)[CH2:63][CH2:62][CH2:61][CH2:60]2)[N:44]2[CH2:71][CH2:70][N:40]([CH2:39][CH:36]3[CH2:37][CH2:38]3)[C:41](=[O:42])[C:43]=12)[C:51]1[CH:56]=[CH:55][CH:54]=[CH:53][CH:52]=1. Reported procedure: This compound was prepared following the same method as described for 9-benzyloxy-2-cyclopropyl-6-(1-phenyl-cyclopentylmethyl)-3,4-dihydro-2H-pyrazino[1,2-c]pyrimidine-1,8-dione (286) from 5-benzyloxy-6-hydroxy-2-(1-phenyl-cyclopentylmethyl)-pyrimidine-4-carboxylic acid cyclopropylmethyl-(2-hydroxyethyl)-amide (305) (150 mg, 0.29 mmol). The product was obtained as a colourless sticky solid (65 mg, 44.95%). Reactants: CC[SiH](CC)CC, COc1ccc(C(O)c2ccc(-c3ccccc3)s2)cc1, O=C(O)C(F)(F)F. The product is COc1ccc(Cc2ccc(-c3ccccc3)s2)cc1. As a reaction SMILES: [CH2:22]([SiH:23]([CH2:24][CH3:25])[CH2:26][CH3:27])[CH3:28].[CH3:1][O:2][c:3]1[cH:4][cH:5][c:6]([CH:9]([OH:10])[c:11]2[s:12][c:13](-[c:16]3[cH:17][cH:18][cH:19][cH:20][cH:21]3)[cH:14][cH:15]2)[cH:7][cH:8]1.[F:29][C:30]([F:31])([F:32])[C:33]([OH:34])=[O:35]>>[CH3:1][O:2][c:3]1[cH:4][cH:5][c:6]([CH2:9][c:11]2[s:12][c:13](-[c:16]3[cH:17][cH:18][cH:19][cH:20][cH:21]3)[cH:14][cH:15]2)[cH:7][cH:8]1. Reactants: C(C)OC(C(CC1=CC=C(C=C1)O)(C)OC1=C(C=CC=C1)F)=O (2-(2-fluorophenoxy)-3-(4-hydroxy-phenyl)-2-methyl-propionic acid ethyl ester), CC1=C(N=C(O1)C=1SC=CC1)CCOS(=O)(=O)C1=CC=C(C=C1)C (toluene-4-sulfonic acid 2-(5-methyl-2-thiophen-2-yl-oxazol-4-yl)-ethyl ester), C26H25FNO5S. Yields the product FC1=C(OC(C(=O)O)(CC2=CC=C(C=C2)OCCC=2N=C(OC2C)C=2SC=CC2)C)C=CC=C1 (2-(2-Fluoro-phenoxy)-2-methyl-3-{4-[2-(5-methyl-2-thiophen-2-yl-oxazol-4-yl)-ethoxy]-phenyl}-propionic acid). Reaction SMILES: C([O:3][C:4](=[O:23])[C:5]([O:15][C:16]1[CH:21]=[CH:20][CH:19]=[CH:18][C:17]=1[F:22])([CH3:14])[CH2:6][C:7]1[CH:12]=[CH:11][C:10]([OH:13])=[CH:9][CH:8]=1)C.[CH3:24][C:25]1[O:29][C:28]([C:30]2[S:31][CH:32]=[CH:33][CH:34]=2)=[N:27][C:26]=1[CH2:35][CH2:36]OS(C1C=CC(C)=CC=1)(=O)=O>>[F:22][C:17]1[CH:18]=[CH:19][CH:20]=[CH:21][C:16]=1[O:15][C:5]([CH3:14])([CH2:6][C:7]1[CH:8]=[CH:9][C:10]([O:13][CH2:36][CH2:35][C:26]2[N:27]=[C:28]([C:30]3[S:31][CH:32]=[CH:33][CH:34]=3)[O:29][C:25]=2[CH3:24])=[CH:11][CH:12]=1)[C:4]([OH:3])=[O:23]. Reported procedure: The title compound was prepared from 2-(2-fluorophenoxy)-3-(4-hydroxy-phenyl)-2-methyl-propionic acid ethyl ester and toluene-4-sulfonic acid 2-(5-methyl-2-thiophen-2-yl-oxazol-4-yl)-ethyl ester by the procedure of Example 26. 1H NMR (400 MHz, CDCl3) δ 7.58 (dd, 1H, J=3.52 Hz, 1.17 Hz), 7.36 (dd, 1H, J=5.08 Hz, 1.17 Hz), 7.21 (d, 3H, J=8.60 Hz), 7.12-6.95 (m, 3H), 6.83 (d, 3H, J=8.60 Hz), 4.19 (t, 2H, J=6.65 Hz), 3.27 (d, 1H, J=14.08 Hz), 3.17 (d, 1H, J=14.08 Hz), 2.95 (t, 2H, J=6.65 Hz), 2.35 (...